Dataset: the Open Reaction Database (ORD), a public repository of structured organic reaction records. Task: describe an organic reaction: reactants, conditions, products, and yield The reactants are [H-].[Na+] (sodium hydride), C(#N)[C@@]1([C@H](C1)CCCCCC)C1=CC=C(C=C1)OC ((1S,2S)-1-cyano-2-hexyl-1-(4-methoxyphenyl)cyclopropane), C1(=CC=C(C=C1)S(=O)(=O)O[C@@H](C[C@H](C#N)C1=CC=C(C=C1)OC)CCCCCC)C ((2S,4R)-4-p-toluenesulfonyloxy-2-(4-methoxyphenyl)-decanenitrile). The solvent is CN(C)C=O (DMF), CN(C)C=O (DMF). Reaction conditions: time 2 hour. Product: C(#N)[C@]1([C@H](C1)CCCCCC)C1=CC=C(C=C1)OC ((1R,2S)-1-cyano-2-hexyl-1-(4-methoxyphenyl)cyclopropane), polar product. Isolated yield 4.0%. RXN SMILES: [H-].[Na+].C1(C)C=CC(S(O[C@H:13]([CH2:26][CH2:27][CH2:28][CH2:29][CH2:30][CH3:31])[CH2:14][C@@H:15]([C:18]2[CH:23]=[CH:22][C:21]([O:24][CH3:25])=[CH:20][CH:19]=2)[C:16]#[N:17])(=O)=O)=CC=1.C([C@@]1(C2C=CC(OC)=CC=2)C[C@@H]1CCCCCC)#N>CN(C=O)C>[C:16]([C@:15]1([C:18]2[CH:19]=[CH:20][C:21]([O:24][CH3:25])=[CH:22][CH:23]=2)[CH2:14][C@@H:13]1[CH2:26][CH2:27][CH2:28][CH2:29][CH2:30][CH3:31])#[N:17] |f:0.1|. Procedure details: To a dispersion of 18 mg (0.75 mmol) of sodium hydride in 10 ml of DMF was added, with cooling with ice, a solution of 300 mg (0.70 mmol) of (2S,4R)-4-p-toluenesulfonyloxy-2-(4-methoxyphenyl)-decanenitrile in 10 ml of DMF. The resulting mixture was stirred at room temperature for 2 hours. The reaction mixture was neutralized by adjusting the pH thereof to 7 with diluted hydrochloric acid, and then subjected to extraction with 250 ml of ether. The resulting ether solution was washed with water, d... The reactants are O=C([O-])[O-], CO, Cl, [K+], [K+], CC(=O)NCC1CN(c2ccc(C3=CCN(C(=O)COC(C)=O)CC3)c(F)c2)C(=O)O1. Yields the product CC(=O)NCC1CN(c2ccc(C3=CCN(C(=O)CO)CC3)c(F)c2)C(=O)O1. Reaction SMILES: [C:32](=[O:33])([O-:34])[O-:35].[CH3:39][OH:40].[ClH:38].[K+:36].[K+:37].[O:1]=[C:2]1[O:3][CH:4]([CH2:27][NH:28][C:29]([CH3:30])=[O:31])[CH2:5][N:6]1[c:7]1[cH:8][c:9]([F:26])[c:10]([C:13]2=[CH:18][CH2:17][N:16]([C:19]([CH2:20][O:21][C:22](=[O:23])[CH3:24])=[O:25])[CH2:15][CH2:14]2)[cH:11][cH:12]1>>[O:1]=[C:2]1[O:3][CH:4]([CH2:27][NH:28][C:29]([CH3:30])=[O:31])[CH2:5][N:6]1[c:7]1[cH:8][c:9]([F:26])[c:10]([C:13]2=[CH:18][CH2:17][N:16]([C:19]([CH2:20][OH:21])=[O:25])[CH2:15][CH2:14]2)[cH:11][cH:12]1. Starting materials: O=C([O-])O, [Na+], COC(=O)c1cc(=O)n(CC2OCCO2)c2ccccc12, O=C(O)C(F)(F)F. Yields the product COC(=O)c1cc(=O)n(CC=O)c2ccccc12. RXN SMILES: [C:22](=[O:23])([O-:24])[OH:25].[Na+:26].[O:1]1[CH:2]([CH2:6][n:7]2[c:8](=[O:21])[cH:9][c:10]([C:17](=[O:18])[O:19][CH3:20])[c:11]3[cH:12][cH:13][cH:14][cH:15][c:16]23)[O:5][CH2:4][CH2:3]1.[OH:27][C:28]([C:29]([F:30])([F:31])[F:32])=[O:33]>>[O:1]=[CH:2][CH2:6][n:7]1[c:8](=[O:21])[cH:9][c:10]([C:17](=[O:18])[O:19][CH3:20])[c:11]2[cH:12][cH:13][cH:14][cH:15][c:16]12. Reactants: C=O, CN(N)Cc1ccccc1, N#C[K], [Na+], O, O=S([O-])O. RXN SMILES: [CH2:16]=[O:17].[CH2:1]([c:2]1[cH:3][cH:4][cH:5][cH:6][cH:7]1)[N:8]([NH2:9])[CH3:10].[K:18][C:19]#[N:20].[Na+:15].[OH2:21].[S:11](=[O:12])([OH:13])[O-:14]>>[CH2:1]([c:2]1[cH:3][cH:4][cH:5][cH:6][cH:7]1)[N:8]([NH:9][CH2:16][C:19]#[N:20])[CH3:10]. Yields the product CN(Cc1ccccc1)NCC#N. The reactants are C(C)(C)(C)OC(NC1=C(C=C(C=C1)C1=C(C=CC=C1)F)NC(CC(C1=CC(=CC=C1)C1=NC=CN=C1)=O)=O)=O ({2′-fluoro-3-[3-oxo-3-(3-pyrazin-2-yl-phenyl)-propionylamino]-biphenyl-4-yl}-carbamic acid tert-butyl ester), C(=O)(C(F)(F)F)O (TFA). Run in C(Cl)Cl (CH2Cl2). Product: FC1=C(C=CC=C1)C=1C=CC2=C(NC(CC(=N2)C2=CC(=CC=C2)C2=NC=CN=C2)=O)C1 (8-(2-Fluoro-phenyl)-4-(3-pyrazin-2-yl-phenyl)-1,3-dihydro-benzo[b][1,4]diazepin-2-one), solid. Yield: 95.0%. As a reaction SMILES: C(OC(=O)[NH:7][C:8]1[CH:13]=[CH:12][C:11]([C:14]2[CH:19]=[CH:18][CH:17]=[CH:16][C:15]=2[F:20])=[CH:10][C:9]=1[NH:21][C:22](=[O:38])[CH2:23][C:24](=O)[C:25]1[CH:30]=[CH:29][CH:28]=[C:27]([C:31]2[CH:36]=[N:35][CH:34]=[CH:33][N:32]=2)[CH:26]=1)(C)(C)C.C(O)(C(F)(F)F)=O>C(Cl)Cl>[F:20][C:15]1[CH:16]=[CH:17][CH:18]=[CH:19][C:14]=1[C:11]1[CH:12]=[CH:13][C:8]2[N:7]=[C:24]([C:25]3[CH:30]=[CH:29][CH:28]=[C:27]([C:31]4[CH:36]=[N:35][CH:34]=[CH:33][N:32]=4)[CH:26]=3)[CH2:23][C:22](=[O:38])[NH:21][C:9]=2[CH:10]=1. Procedure: The title compound was prepared from {2′-fluoro-3-[3-oxo-3-(3-pyrazin-2-yl-phenyl)-propionylamino]-biphenyl-4-yl}-carbamic acid tert-butyl ester (Example M84) (0.34 g, 0.65 mmol) by treatment with TFA in CH2Cl2 according to the general procedure N. Obtained as a light yellow solid (250 mg, 95%).